This data is from the Open Reaction Database (ORD), a public repository of structured organic reaction records. The task is: describe an organic reaction: reactants, conditions, products, and yield The reactants are COC(=O)C=1C(C(=C(NC1C)C)C(=O)NCCCN1CCC(CC1)(C1=CC=CC=C1)C1=CC=CC=C1)C1=CC=C(C=C1)[N+](=O)[O-] (2,6-dimethyl-4-(4-nitrophenyl)-1,4-dihydro-pyridine-3,5-dicarboxylic acid N-[3-(4,4-diphenylpiperidin-1-yl)propyl]amide methyl ester), Cl (HCl), CCOCC (ether), C(C)(=O)OCC (ethyl acetate). Solvent: CCO (EtOH). Product: O.Cl.COC(=O)C=1C(C(=C(NC1C)C)C(=O)NCCCN1CCC(CC1)(C1=CC=CC=C1)C1=CC=CC=C1)C1=CC=C(C=C1)[N+](=O)[O-] (2,6-Dimethyl-4-(4-nitrophenyl)-1,4-dihydropyridine-3,5-dicarboxylic acid N-[3-(4,4-diphenylpiperidin-1-yl)propyl]amide methyl ester hydrochloride hydrate). Reaction SMILES: [CH3:1][O:2][C:3]([C:5]1[CH:6]([C:37]2[CH:42]=[CH:41][C:40]([N+:43]([O-:45])=[O:44])=[CH:39][CH:38]=2)[C:7]([C:13]([NH:15][CH2:16][CH2:17][CH2:18][N:19]2[CH2:24][CH2:23][C:22]([C:31]3[CH:36]=[CH:35][CH:34]=[CH:33][CH:32]=3)([C:25]3[CH:30]=[CH:29][CH:28]=[CH:27][CH:26]=3)[CH2:21][CH2:20]2)=[O:14])=[C:8]([CH3:12])[NH:9][C:10]=1[CH3:11])=[O:4].[ClH:46].CCOCC.C(OCC)(=O)C>CCO>[OH2:2].[ClH:46].[CH3:1][O:2][C:3]([C:5]1[CH:6]([C:37]2[CH:38]=[CH:39][C:40]([N+:43]([O-:45])=[O:44])=[CH:41][CH:42]=2)[C:7]([C:13]([NH:15][CH2:16][CH2:17][CH2:18][N:19]2[CH2:20][CH2:21][C:22]([C:25]3[CH:26]=[CH:27][CH:28]=[CH:29][CH:30]=3)([C:31]3[CH:32]=[CH:33][CH:34]=[CH:35][CH:36]=3)[CH2:23][CH2:24]2)=[O:14])=[C:8]([CH3:12])[NH:9][C:10]=1[CH3:11])=[O:4] |f:5.6.7|. Procedure: To a solution of 2,6-dimethyl-4-(4-nitrophenyl)-1,4-dihydro-pyridine-3,5-dicarboxylic acid N-[3-(4,4-diphenylpiperidin-1-yl)propyl]amide methyl ester (147.8 mg, 0.243 mmol, 1.0 equiv) in EtOH (2 mL) was added a solution of HCl in ether (1.0 M, 0.24 mL, 0.24 mmol, 1.0 equiv). Addition of ethyl acetate (3 mL) followed by heating gave a clear solution. Slow cooling of this solution, followed by filtration gave 91 mg of yellow crystalline solid: m.p. 182-183° C..; Anal. Calcd. for C36H40N4O5.HCl.H2O... Reactants: C=CC(=O)OC, CC(C)(C)O, COC(=O)CC(C[N+](=O)[O-])c1ccc(OC)cc1, CCOCC, Cl. Yields the product COC(=O)CCC(C(CC(=O)OC)c1ccc(OC)cc1)[N+](=O)[O-]. As a reaction SMILES: [C:19]([CH:20]=[CH2:21])(=[O:22])[O:23][CH3:24].[C:26]([OH:27])([CH3:28])([CH3:29])[CH3:30].[CH3:1][O:2][C:3]([CH2:4][CH:5]([CH2:6][N+:7](=[O:8])[O-:9])[c:10]1[cH:11][cH:12][c:13]([O:16][CH3:17])[cH:14][cH:15]1)=[O:18].[CH3:31][CH2:32][O:33][CH2:34][CH3:35].[ClH:25]>>[CH3:1][O:2][C:3]([CH2:4][CH:5]([CH:6]([N+:7](=[O:8])[O-:9])[CH2:21][CH2:20][C:19](=[O:22])[O:23][CH3:24])[c:10]1[cH:11][cH:12][c:13]([O:16][CH3:17])[cH:14][cH:15]1)=[O:18]. The reactants are C#Cc1ccc(Br)cc1, C[Si](C)(C)[N-][Si](C)(C)C, CI, [Na+], C1CCOC1, O. Yields the product CC#Cc1ccc(Br)cc1. Reaction SMILES: [Br:1][c:2]1[cH:3][cH:4][c:5]([C:8]#[CH:9])[cH:6][cH:7]1.[CH3:10][Si:11]([N-:12][Si:13]([CH3:14])([CH3:15])[CH3:16])([CH3:17])[CH3:18].[CH3:20][I:21].[Na+:19].[O:23]1[CH2:24][CH2:25][CH2:26][CH2:27]1.[OH2:22]>>[Br:1][c:2]1[cH:3][cH:4][c:5]([C:8]#[C:9][CH3:10])[cH:6][cH:7]1.